describe an organic reaction: reactants, conditions, products, and yield From a dataset of the Open Reaction Database (ORD), a public repository of structured organic reaction records. The reactants are C(C1=CC=CC=C1)OCC1=NC=C(C(=N1)O)[N+](=O)[O-] (2-(Benzyloxymethyl)-5-nitropyrimidin-4-ol), [O-]S(=O)S(=O)[O-].[Na+].[Na+] (Na2S2O4). Run in C1CCOC1.O (THF H2O). Conditions: time 4 hour. Yields the product NC=1C(=NC(=NC1)COCC1=CC=CC=C1)O (5-amino-2-(benzyloxymethyl)pyrimidin-4-ol). RXN SMILES: [CH2:1]([O:8][CH2:9][C:10]1[N:15]=[C:14]([OH:16])[C:13]([N+:17]([O-])=O)=[CH:12][N:11]=1)[C:2]1[CH:7]=[CH:6][CH:5]=[CH:4][CH:3]=1.[O-]S(S([O-])=O)=O.[Na+].[Na+]>C1COCC1.O>[NH2:17][C:13]1[C:14]([OH:16])=[N:15][C:10]([CH2:9][O:8][CH2:1][C:2]2[CH:3]=[CH:4][CH:5]=[CH:6][CH:7]=2)=[N:11][CH:12]=1 |f:1.2.3,4.5|. Procedure: To a solution of step B product, 3-d, (25 g, crude) in THF/H2O (1000 mL, VTHF/VH2O=1:1) was added with Na2S2O4 (33.3 g, 191.6 mmol) and stirred at room temperature for 4 h. The reaction mixture was extracted with EA (1000 mL), washed with brine (200 mL), and concentrated in vacuum. The residue was purified by column chromatography to afford the product, 3-e, (7.8 g) as a white solid. 1H NMR (300 MHz, CDCl3): δ 4.42 (s, 2H), 4.63 (s, 2H), 7.33-7.36 (m, 6H). LC-MS (M+H)+ 232.1 Reactants: C=CCN(c1nccs1)S(=O)(=O)c1ccc(N2CCC(N3CCCc4cc(Cl)ccc43)C2=O)nc1, CC#N, CN1C(=O)CC(=O)N(C)C1=O, [Pd], c1ccc(P(c2ccccc2)c2ccccc2)cc1, c1ccc(P(c2ccccc2)c2ccccc2)cc1, c1ccc(P(c2ccccc2)c2ccccc2)cc1, c1ccc(P(c2ccccc2)c2ccccc2)cc1. The product is O=C1C(N2CCCc3cc(Cl)ccc32)CCN1c1ccc(S(=O)(=O)Nc2nccs2)cn1. RXN SMILES: [CH2:1]([CH:2]=[CH2:3])[N:4]([S:5](=[O:6])(=[O:7])[c:8]1[cH:9][n:10][c:11]([N:14]2[C:15](=[O:30])[CH:16]([N:19]3[CH2:20][CH2:21][CH2:22][c:23]4[cH:24][c:25]([Cl:29])[cH:26][cH:27][c:28]43)[CH2:17][CH2:18]2)[cH:12][cH:13]1)[c:31]1[s:32][cH:33][cH:34][n:35]1.[CH3:124][C:125]#[N:126].[CH3:36][N:37]1[C:38](=[O:39])[CH2:40][C:41](=[O:42])[N:43]([CH3:44])[C:45]1=[O:46].[Pd:123].[c:104]1([P:105]([c:106]2[cH:107][cH:108][cH:109][cH:110][cH:111]2)[c:112]2[cH:113][cH:114][cH:115][cH:116][cH:117]2)[cH:118][cH:119][cH:120][cH:121][cH:122]1.[c:47]1([P:48]([c:49]2[cH:50][cH:51][cH:52][cH:53][cH:54]2)[c:55]2[cH:56][cH:57][cH:58][cH:59][cH:60]2)[cH:61][cH:62][cH:63][cH:64][cH:65]1.[c:66]1([P:67]([c:68]2[cH:69][cH:70][cH:71][cH:72][cH:73]2)[c:74]2[cH:75][cH:76][cH:77][cH:78][cH:79]2)[cH:80][cH:81][cH:82][cH:83][cH:84]1.[c:85]1([P:86]([c:87]2[cH:88][cH:89][cH:90][cH:91][cH:92]2)[c:93]2[cH:94][cH:95][cH:96][cH:97][cH:98]2)[cH:99][cH:100][cH:101][cH:102][cH:103]1>>[NH:4]([S:5](=[O:6])(=[O:7])[c:8]1[cH:9][n:10][c:11]([N:14]2[C:15](=[O:30])[CH:16]([N:19]3[CH2:20][CH2:21][CH2:22][c:23]4[cH:24][c:25]([Cl:29])[cH:26][cH:27][c:28]43)[CH2:17][CH2:18]2)[cH:12][cH:13]1)[c:31]1[s:32][cH:33][cH:34][n:35]1.